From a dataset of the Open Reaction Database (ORD), a public repository of structured organic reaction records. describe an organic reaction: reactants, conditions, products, and yield The reactants are crude compound, C(C)(=O)O[C@@H]1[C@@]2(CO[C@]([C@@H]([C@H]1OC(C)=O)OC(C)=O)(O2)C2=CC(=C(C=C2)Cl)CC2=CC=C(C=C2)OC2=CC=C(C=C2)C(C)=O)COC(C)=O ((1R,2S,3S,4R,5S)-1-(acetoxymethyl)-5-(3-(4-(4-acetylphenoxy)benzyl)-4-chlorophenyl)-6,8-dioxabicyclo[3.2.1]octane-2,3,4-triyl triacetate), N1=CC=CC=C1 (pyridine), Cl.C(C)ON (O-ethylhydroxylamine hydrochloride). Run in C(C)(=O)OCC (ethyl acetate), C(C)O (ethanol). Reaction conditions: temperature 80 celsius. The product is C(C)(=O)O[C@@H]1[C@@]2(CO[C@]([C@@H]([C@H]1OC(C)=O)OC(C)=O)(O2)C2=CC(=C(C=C2)Cl)CC2=CC=C(C=C2)OC2=CC=C(C=C2)C(C)=NOCC)COC(C)=O ((1R,2S,3S,4R,55)-1-(acetoxymethyl)-5-(4-chloro-3-(4-(4-(1-(ethoxyimino)ethyl)phenoxy)benzyl)phenyl)-6,8-dioxabicyclo[3.2.1]octane-2,3,4-triyl triacetate). Isolated yield 72.5%. RXN SMILES: [C:1]([O:4][C@H:5]1[C@H:11]([O:12][C:13](=[O:15])[CH3:14])[C@@H:10]([O:16][C:17](=[O:19])[CH3:18])[C@:9]2([C:21]3[CH:26]=[CH:25][C:24]([Cl:27])=[C:23]([CH2:28][C:29]4[CH:34]=[CH:33][C:32]([O:35][C:36]5[CH:41]=[CH:40][C:39]([C:42](=O)[CH3:43])=[CH:38][CH:37]=5)=[CH:31][CH:30]=4)[CH:22]=3)[O:20][C@@:6]1([CH2:45][O:46][C:47](=[O:49])[CH3:48])[CH2:7][O:8]2)(=[O:3])[CH3:2].N1C=CC=CC=1.Cl.[CH2:57]([O:59][NH2:60])[CH3:58]>C(O)C.C(OCC)(=O)C>[C:1]([O:4][C@H:5]1[C@H:11]([O:12][C:13](=[O:15])[CH3:14])[C@@H:10]([O:16][C:17](=[O:19])[CH3:18])[C@:9]2([C:21]3[CH:26]=[CH:25][C:24]([Cl:27])=[C:23]([CH2:28][C:29]4[CH:34]=[CH:33][C:32]([O:35][C:36]5[CH:41]=[CH:40][C:39]([C:42](=[N:60][O:59][CH2:57][CH3:58])[CH3:43])=[CH:38][CH:37]=5)=[CH:31][CH:30]=4)[CH:22]=3)[O:20][C@@:6]1([CH2:45][O:46][C:47](=[O:49])[CH3:48])[CH2:7][O:8]2)(=[O:3])[CH3:2] |f:2.3|. Reported procedure: To a solution of (1R,2S,3S,4R,5S)-1-(acetoxymethyl)-5-(3-(4-(4-acetylphenoxy)benzyl)-4-chlorophenyl)-6,8-dioxabicyclo[3.2.1]octane-2,3,4-triyl triacetate (300.0 mg, 0.43 mmol) in ethanol (5 mL) under nitrogen atmosphere, was added pyridine (0.17 mL, 2.15 mmol) and O-ethylhydroxylamine hydrochloride (84.0 mg, 0.86 mmol). The reaction mixture was heated at 80° C. for 4 h. After completion of the reaction as confirmed by TLC, the crude compound was diluted with ethyl acetate (2×20 mL). The organic ... Run at time 16 hour. Solvent: CN(C=O)C (N,N-dimethylformamide). The product is NC1=C(C(=O)N)C(=C(C(=C1OC)F)I)C (2-Amino-4-fluoro-5-iodo-3-methoxy-6-methylbenzamide). Starting materials: C(C)(=O)[O-].[NH4+] (ammonium acetate), FC=1C(=C(C2=C(NC(OC2=O)=O)C1OC)C)I (7-fluoro-6-iodo-8-methoxy-5-methyl-1H-benzo[d][1,3]oxazine-2,4-dione). As a reaction SMILES: C([O-])(=O)C.[NH4+:5].[F:6][C:7]1[C:8]([I:22])=[C:9]([CH3:21])[C:10]2[C:15](=O)[O:14]C(=O)[NH:12][C:11]=2[C:18]=1[O:19][CH3:20]>CN(C)C=O>[NH2:12][C:11]1[C:18]([O:19][CH3:20])=[C:7]([F:6])[C:8]([I:22])=[C:9]([CH3:21])[C:10]=1[C:15]([NH2:5])=[O:14] |f:0.1|. The yield is 96.2%. Reported procedure: Under nitrogen atmosphere, ammonium acetate (4.62 g, 60.0 mmol) was added to an N,N-dimethylformamide (120 ml) solution of 7-fluoro-6-iodo-8-methoxy-5-methyl-1H-benzo[d][1,3]oxazine-2,4-dione (I-31) (4.2 g, 12.0 mmol), followed by stirring at room temperature for 16 hours. The reaction liquid was concentrated under reduced pressure, the residue was dissolved in ethyl acetate, washed three times with saturated brine, then dried over anhydrous magnesium sulfate. After filtration and concentration ... Reactants: FC1=C(C=CC=C1)N1CCNCC1 (1-(2-fluorophenyl)piperazine), C1(=C(C=CC=C1)CN1CCN(CC1)C1=CC=CC=C1)C1=CC=CC=C1 (1-(biphenyl-2-ylmethyl)-4-phenylpiperazine), C1(=CC(=CC=C1)C=O)C1=CC=CC=C1 (biphenyl-3-carbaldehyde), [BH-](OC(=O)C)(OC(=O)C)OC(=O)C.[Na+] (NaBH(OAc)3). Product: C1(=CC(=CC=C1)CN1CCN(CC1)C1=C(C=CC=C1)F)C1=CC=CC=C1 (1-(biphenyl-3-ylmethyl)-4-(2-fluorophenyl)piperazine). Reaction SMILES: [F:1][C:2]1[CH:7]=[CH:6][CH:5]=[CH:4][C:3]=1[N:8]1[CH2:13][CH2:12][NH:11][CH2:10][CH2:9]1.[C:14]1([C:22]2[CH:27]=[CH:26][CH:25]=[CH:24][CH:23]=2)[CH:19]=[CH:18][CH:17]=[C:16]([CH:20]=O)[CH:15]=1.[BH-](OC(C)=O)(OC(C)=O)OC(C)=O.[Na+].C1(C2C=CC=CC=2)C=CC=CC=1CN1CCN(C2C=CC=CC=2)CC1>>[C:14]1([C:22]2[CH:23]=[CH:24][CH:25]=[CH:26][CH:27]=2)[CH:19]=[CH:18][CH:17]=[C:16]([CH2:20][N:11]2[CH2:12][CH2:13][N:8]([C:3]3[CH:4]=[CH:5][CH:6]=[CH:7][C:2]=3[F:1])[CH2:9][CH2:10]2)[CH:15]=1 |f:2.3|. Reported procedure: 190.8 mg of the target compound (0.55 mmol, 67.2%) was obtained using 1-(2-fluorophenyl)piperazine (296 mg, 1.64 mmol), biphenyl-3-carbaldehyde (150 mg, 0.82 mmol) and NaBH(OAc)3 (529 mg, 2.46 mmol) according to the synthesis method of Compound 1.